This data is from the Open Reaction Database (ORD), a public repository of structured organic reaction records. The task is: describe an organic reaction: reactants, conditions, products, and yield Reactants: COC=1C=C2C(=CC=NC2=CC1OC)OC1=CC(=C(N)C=C1)F (4-[(6,7-Dimethoxy-4-quinolyl)oxy]-2-fluoroaniline), ClC(Cl)(OC(OC(Cl)(Cl)Cl)=O)Cl (triphosgene), C([O-])(O)=O.[Na+] (sodium bicarbonate), NN1CCCC1 (1-aminopyrrolidine). Solvent: C(C)N(CC)CC (triethylamine), C1(=CC=CC=C1)C (toluene), C(Cl)Cl (methylene chloride). The product is COC=1C=C2C(=CC=NC2=CC1OC)OC1=CC(=C(C=C1)NC(=O)NN1CCCC1)F (N-{4-[(6,7-Dimethoxy-4-quinolyl)oxy]-2-fluorophenyl}-N′-(1-pyrrolidinyl)urea). Yield: 69.3%. RXN SMILES: [CH3:1][O:2][C:3]1[CH:4]=[C:5]2[C:10](=[CH:11][C:12]=1[O:13][CH3:14])[N:9]=[CH:8][CH:7]=[C:6]2[O:15][C:16]1[CH:22]=[CH:21][C:19]([NH2:20])=[C:18]([F:23])[CH:17]=1.ClC(Cl)(O[C:28](=[O:34])OC(Cl)(Cl)Cl)Cl.[NH2:36][N:37]1[CH2:41][CH2:40][CH2:39][CH2:38]1.C(=O)(O)[O-].[Na+]>C(Cl)Cl.C(N(CC)CC)C.C1(C)C=CC=CC=1>[CH3:1][O:2][C:3]1[CH:4]=[C:5]2[C:10](=[CH:11][C:12]=1[O:13][CH3:14])[N:9]=[CH:8][CH:7]=[C:6]2[O:15][C:16]1[CH:22]=[CH:21][C:19]([NH:20][C:28]([NH:36][N:37]2[CH2:41][CH2:40][CH2:39][CH2:38]2)=[O:34])=[C:18]([F:23])[CH:17]=1 |f:3.4|. Procedure: 4-[(6,7-Dimethoxy-4-quinolyl)oxy]-2-fluoroaniline (50 mg) was added to toluene (5 ml), and triethylamine (0.5 ml), and the mixture was heated under reflux to prepare a solution. A solution of triphosgene (50 mg) in methylene chloride was then added thereto, and the mixture was heated under reflux for 10 min. Next, 1-aminopyrrolidine (50 mg) was added thereto, and the mixture was further stirred with heating under reflux for 3 hr. A saturated aqueous sodium bicarbonate solution was added to the r... Starting materials: ClC1=C(C=CC=C1)C(C1=C(C=CC(=C1)Cl)N(S(=O)(=O)C1=CC=C(C)C=C1)C(C)C(=O)OC)=O (2',5-dichloro- 2-[N-(1-methoxycarbonylethyl)-N-(tosyl)amino]benzophenone), C[O-].[Na+] (sodium methylate). Solvent: CN(C)C=O (DMF). Conditions: time 20 hour. Product: ClC=1C=C2C(C(N(C2=CC1)S(=O)(=O)C1=CC=C(C)C=C1)(C(=O)OC)C)(O)C1=C(C=CC=C1)Cl (Methyl 5-chloro-3-(2-chlorophenyl)-3-hydroxy-2-methyl-1-tosylindoline-2-carboxylate). Reaction SMILES: [Cl:1][C:2]1[CH:7]=[CH:6][CH:5]=[CH:4][C:3]=1[C:8](=[O:33])[C:9]1[CH:14]=[C:13]([Cl:15])[CH:12]=[CH:11][C:10]=1[N:16]([CH:27]([C:29]([O:31][CH3:32])=[O:30])[CH3:28])[S:17]([C:20]1[CH:26]=[CH:25][C:23]([CH3:24])=[CH:22][CH:21]=1)(=[O:19])=[O:18].C[O-].[Na+]>CN(C=O)C>[Cl:15][C:13]1[CH:14]=[C:9]2[C:10](=[CH:11][CH:12]=1)[N:16]([S:17]([C:20]1[CH:26]=[CH:25][C:23]([CH3:24])=[CH:22][CH:21]=1)(=[O:19])=[O:18])[C:27]([CH3:28])([C:29]([O:31][CH3:32])=[O:30])[C:8]2([C:3]1[CH:4]=[CH:5][CH:6]=[CH:7][C:2]=1[Cl:1])[OH:33] |f:1.2|. Reported procedure: A mixture containing 0.5 g of 2',5-dichloro- 2-[N-(1-methoxycarbonylethyl)-N-(tosyl)amino]benzophenone, 0.1 g of sodium methylate and 2 ml of DMF is stirred for 20 hours at room temperature under nitrogen. It is concentrated under vacuum, the residue is taken up with water and the precipitate is filtered off and washed with water. The residue is chromatographed on silica using DCM as the eluent to give 60 mg of the cis isomer and 250 mg of the trans isomer. Starting materials: CCOC(=O)C1=C(C(OCC)OCC)NC(C)=C(C(=O)OCc2ccccc2)C1c1ccccc1[N+](=O)[O-], CC(C)=O, Cl. The product is CCOC(=O)C1=C(C=O)NC(C)=C(C(=O)OCc2ccccc2)C1c1ccccc1[N+](=O)[O-]. As a reaction SMILES: [CH3:1][C:2]1=[C:7]([C:8](=[O:9])[O:10][CH2:11][c:12]2[cH:13][cH:14][cH:15][cH:16][cH:17]2)[CH:6]([c:18]2[c:19]([N+:24](=[O:25])[O-:26])[cH:20][cH:21][cH:22][cH:23]2)[C:5]([C:27](=[O:28])[O:29][CH2:30][CH3:31])=[C:4]([CH:32]([O:33][CH2:37][CH3:38])[O:34][CH2:35][CH3:36])[NH:3]1.[CH3:39][C:40](=[O:41])[CH3:42].[ClH:43]>>[CH3:1][C:2]1=[C:7]([C:8](=[O:9])[O:10][CH2:11][c:12]2[cH:13][cH:14][cH:15][cH:16][cH:17]2)[CH:6]([c:18]2[c:19]([N+:24](=[O:25])[O-:26])[cH:20][cH:21][cH:22][cH:23]2)[C:5]([C:27](=[O:28])[O:29][CH2:30][CH3:31])=[C:4]([CH:32]=[O:33])[NH:3]1. Reactants: NC(=O)[C@H]1CN(C[C@H](C1)N(CC(C)C)C(=O)C=1C(=NC(=NC1)C(C)(C)C)NCC=1OC=CC1)C(=O)OC(C)(C)C (tert-Butyl (3R*,5S*)-3-(aminocarbonyl)-5-[({2-tert-butyl-4-[(2-furylmethyl)amino]pyrimidin-5-yl}carbonyl)(isobutyl)amino]piperidine-1-carboxylate), FC(C(=O)OC(C(F)(F)F)=O)(F)F (trifluoroacetic anhydride). Solvent: N1=CC=CC=C1 (pyridine). Run at time 11 hour. Product: C(C)(C)(C)C1=NC=C(C(=N1)NCC=1OC=CC1)C(=O)N([C@@H]1CN(C[C@@H](C1)C#N)C(=O)OC(C)(C)C)CC(C)C (tert-butyl (3S*,5R*)-3-[({2-tert-butyl-4-[(furan-2-ylmethyl)amino]pyrimidin-5-yl}carbonyl)(2-methylpropyl)amino]-5-cyanopiperidine-1-carboxylate). Yield: 88.6%. As a reaction SMILES: [NH2:1][C:2]([C@@H:4]1[CH2:9][C@H:8]([N:10]([C:15]([C:17]2[C:18]([NH:27][CH2:28][C:29]3[O:30][CH:31]=[CH:32][CH:33]=3)=[N:19][C:20]([C:23]([CH3:26])([CH3:25])[CH3:24])=[N:21][CH:22]=2)=[O:16])[CH2:11][CH:12]([CH3:14])[CH3:13])[CH2:7][N:6]([C:34]([O:36][C:37]([CH3:40])([CH3:39])[CH3:38])=[O:35])[CH2:5]1)=O.FC(F)(F)C(OC(=O)C(F)(F)F)=O>N1C=CC=CC=1>[C:23]([C:20]1[N:19]=[C:18]([NH:27][CH2:28][C:29]2[O:30][CH:31]=[CH:32][CH:33]=2)[C:17]([C:15]([N:10]([CH2:11][CH:12]([CH3:14])[CH3:13])[C@H:8]2[CH2:9][C@@H:4]([C:2]#[N:1])[CH2:5][N:6]([C:34]([O:36][C:37]([CH3:40])([CH3:39])[CH3:38])=[O:35])[CH2:7]2)=[O:16])=[CH:22][N:21]=1)([CH3:26])([CH3:25])[CH3:24]. Procedure details: tert-Butyl (3R*,5S*)-3-(aminocarbonyl)-5-[({2-tert-butyl-4-[(2-furylmethyl)amino]pyrimidin-5-yl}carbonyl)(isobutyl)amino]piperidine-1-carboxylate (469 mg) was dissolved in pyridine (5 ml), trifluoroacetic anhydride (0.25 ml) was added under ice-cooling, and the mixture was stirred at room temperature for 11 hr. The reaction mixture was concentrated under reduced pressure, and the residue was diluted with ethyl acetate. The solution was washed successively with 1 M hydrochloric acid and saturated... RXN SMILES: [CH3:50][C:51]([CH3:52])=[O:53].[NH2:2][CH:3]1[C:4](=[O:16])[N:5]([S:12](=[O:13])(=[O:14])[OH:15])[CH:6]1[CH2:7][O:8][C:9]([NH2:10])=[O:11].[Na:1].[OH2:49].[s:17]1[c:18]2[cH:19][cH:20][cH:21][cH:22][c:23]2[n:24][c:25]1[S:26][O:27][C:28]([C:29](=[N:30][O:31][C:32]([CH3:33])([CH3:34])[C:35](=[O:36])[O:37][C:38]([CH3:39])([CH3:40])[CH3:41])[c:42]1[n:43][c:44]([NH2:47])[s:45][cH:46]1)=[O:48]>>[NH:2]([CH:3]1[C:4](=[O:16])[N:5]([S:12](=[O:13])(=[O:14])[OH:15])[CH:6]1[CH2:7][O:8][C:9]([NH2:10])=[O:11])[C:28](=[O:27])[C:29](=[N:30][O:31][C:32]([CH3:33])([CH3:34])[C:35](=[O:36])[O:37][C:38]([CH3:39])([CH3:40])[CH3:41])[c:42]1[n:43][c:44]([NH2:47])[s:45][cH:46]1.[Na:1]. The reactants are CC(C)=O, NC(=O)OCC1C(N)C(=O)N1S(=O)(=O)O, [Na], O, CC(C)(C)OC(=O)C(C)(C)ON=C(C(=O)OSc1nc2ccccc2s1)c1csc(N)n1. Product: CC(C)(C)OC(=O)C(C)(C)ON=C(C(=O)NC1C(=O)N(S(=O)(=O)O)C1COC(N)=O)c1csc(N)n1, [Na]. The reactants are O=C1OC(=O)c2c(Cl)c(Cl)c(Cl)c(Cl)c21, Clc1ccccc1Cl, Cc1cc(C)c2cc(N)cc(C)c2n1. Product: Cc1cc(C)c2cc(N3C(=O)c4c(Cl)c(Cl)c(Cl)c(Cl)c4C3=O)cc(C)c2n1. Reaction SMILES: [Cl:15][c:16]1[c:17]2[c:18]([c:24]([Cl:29])[c:25]([Cl:28])[c:26]1[Cl:27])[C:19](=[O:20])[O:21][C:22]2=[O:23].[Cl:30][c:31]1[cH:32][cH:33][cH:34][cH:35][c:36]1[Cl:37].[NH2:1][c:2]1[cH:3][c:4]2[c:5]([CH3:14])[cH:6][c:7]([CH3:13])[n:8][c:9]2[c:10]([CH3:12])[cH:11]1>>[N:1]1([c:2]2[cH:3][c:4]3[c:5]([CH3:14])[cH:6][c:7]([CH3:13])[n:8][c:9]3[c:10]([CH3:12])[cH:11]2)[C:19](=[O:20])[c:18]2[c:17]([c:16]([Cl:15])[c:26]([Cl:27])[c:25]([Cl:28])[c:24]2[Cl:29])[C:22]1=[O:21]. Reactants: ClC=1C=CC2=C([C@@H]3[C@H](CN(C3)C(=O)OCC)C3=C(O2)C=CC=C3)C1 (trans-5-chloro-2,3,3a,12b-tetrahydro-2-ethoxycarbonyl-1H-dibenz[2,3:6,7]-oxepino[4,5-c]pyrrole), [OH-].[Na+] (NaOH), [Cl-].[Cl-].[Cl-].[Al+3] (Aluminium trichloride), [H-].[H-].[H-].[H-].[Li+].[Al+3] (LiAlH4). Run in C1CCOC1 (THF), C1CCOC1 (THF), C1CCOC1 (THF). Run at temperature -10 celsius. Product: ClC=1C=CC2=C([C@@H]3[C@H](CN(C3)C)C3=C(O2)C=CC=C3)C1 (trans-5-chloro-2,3,3a,12b-tetrahydro-2-methyl-1H-dibenz[2,3:6,7]-oxepino[4,5-c]pyrrole). The yield is 72.9%. As a reaction SMILES: [Cl-].[Cl-].[Cl-].[Al+3].[H-].[H-].[H-].[H-].[Li+].[Al+3].[Cl:11][C:12]1[CH:13]=[CH:14][C:15]2[O:29][C:28]3[CH:30]=[CH:31][CH:32]=[CH:33][C:27]=3[C@H:18]3[CH2:19][N:20]([C:22](OCC)=O)[CH2:21][C@@H:17]3[C:16]=2[CH:34]=1.[OH-].[Na+]>C1COCC1>[Cl:11][C:12]1[CH:13]=[CH:14][C:15]2[O:29][C:28]3[CH:30]=[CH:31][CH:32]=[CH:33][C:27]=3[C@H:18]3[CH2:19][N:20]([CH3:22])[CH2:21][C@@H:17]3[C:16]=2[CH:34]=1 |f:0.1.2.3,4.5.6.7.8.9,11.12|. Procedure: Aluminium trichloride (4.1 g, 30.8 mmol, 2 eq.) was added to THF (20 ml) at 0° C. while stirring under inert nitrogen atmosphere and cooling with an ice bath. LiAlH4 (3.6 g, 94.7 mmol, 6 eq.) was then added portionwise while stirring over 15 minutes. After the addition was complete the resulting grey mixture was stirred for 15 minutes at −10° C., while cooling with an ice-acetone bath. Additional THF (10 ml) was added. Then a solution of trans-5-chloro-2,3,3a,12b-tetrahydro-2-ethoxycarbonyl-1H-d... Starting materials: O=C(CBr)c1ccc(OCc2ccccc2)cc1, CCOCC, C1CCOC1, O. Product: OC(CBr)c1ccc(OCc2ccccc2)cc1. RXN SMILES: [CH2:1]([c:2]1[cH:3][cH:4][cH:5][cH:6][cH:7]1)[O:8][c:9]1[cH:10][cH:11][c:12]([C:13]([CH2:14][Br:15])=[O:16])[cH:17][cH:18]1.[CH3:19][CH2:20][O:21][CH2:22][CH3:23].[O:25]1[CH2:26][CH2:27][CH2:28][CH2:29]1.[OH2:24]>>[CH2:1]([c:2]1[cH:3][cH:4][cH:5][cH:6][cH:7]1)[O:8][c:9]1[cH:10][cH:11][c:12]([CH:13]([CH2:14][Br:15])[OH:16])[cH:17][cH:18]1. Starting materials: CCOC(=O)C=CC(=O)OCC, CC#N, NCc1cccc2ccccc12. The product is CCOC(=O)CC(NCc1cccc2ccccc12)C(=O)OCC. As a reaction SMILES: [C:1]([CH:2]=[CH:3][C:4](=[O:5])[O:6][CH2:7][CH3:8])(=[O:9])[O:10][CH2:11][CH3:12].[CH3:25][C:26]#[N:27].[NH2:13][CH2:14][c:15]1[cH:16][cH:17][cH:18][c:19]2[cH:20][cH:21][cH:22][cH:23][c:24]12>>[C:1]([CH:2]([CH2:3][C:4](=[O:5])[O:6][CH2:7][CH3:8])[NH:13][CH2:14][c:15]1[cH:16][cH:17][cH:18][c:19]2[cH:20][cH:21][cH:22][cH:23][c:24]12)(=[O:9])[O:10][CH2:11][CH3:12]. The product is COc1ccc(C2CO2)cc1OC. RXN SMILES: [C:13]([OH:14])(=[O:15])[O-:16].[CH2:22]([N+:23]([CH2:24][CH2:25][CH2:26][CH3:27])([CH2:28][CH2:29][CH2:30][CH3:31])[CH2:32][CH2:33][CH2:34][CH3:35])[c:36]1[cH:37][cH:38][cH:39][cH:40][cH:41]1.[CH3:1][O:2][c:3]1[cH:4][c:5]([CH:6]=[CH2:7])[cH:8][cH:9][c:10]1[O:11][CH3:12].[Cl-:21].[Cl:18][O-:19].[Cl:42][CH2:43][Cl:44].[Na+:17].[Na+:20]>>[CH3:1][O:2][c:3]1[cH:4][c:5]([CH:6]2[CH2:7][O:14]2)[cH:8][cH:9][c:10]1[O:11][CH3:12]. Starting materials: O=C([O-])O, CCCC[N+](CCCC)(CCCC)Cc1ccccc1, C=Cc1ccc(OC)c(OC)c1, [Cl-], [O-]Cl, ClCCl, [Na+], [Na+].